Task: describe an organic reaction: reactants, conditions, products, and yield. Dataset: the Open Reaction Database (ORD), a public repository of structured organic reaction records Starting materials: C(C)(C)(C)NC(=O)NC1=NC(SS1)=S (1-t-butyl-3(-3-thioxo-3H-1,2,4-dithiazol-5-yl)urea), CI (methyl iodide), O1CCCC1 (tetrahydrofuran), CN1CCNCC1 (N-methyl piperazine). The solvent is C(C)N(CC)CC (triethylamine). Reaction conditions: time 1 hour. Product: CC(C)(C)NC(=O)N=C1SSC(=N1)N1CCN(CC1)C (N-(1,1-DIMETHYLETHYL)N'-[5-(4-METHYL-1-PIPERAZINYL)-3H-1,2,4-DITHIAZOL-3-YLIDENE]UREA). Reaction SMILES: [C:1]([NH:5][C:6]([NH:8][C:9]1[S:13][S:12][C:11](=S)[N:10]=1)=[O:7])([CH3:4])([CH3:3])[CH3:2].CI.O1CCCC1.[CH3:22][N:23]1[CH2:28][CH2:27][NH:26][CH2:25][CH2:24]1>C(N(CC)CC)C>[CH3:2][C:1]([NH:5][C:6]([N:8]=[C:9]1[N:10]=[C:11]([N:26]2[CH2:27][CH2:28][N:23]([CH3:22])[CH2:24][CH2:25]2)[S:12][S:13]1)=[O:7])([CH3:4])[CH3:3]. Procedure: A suspension of 2.63 parts of 1-t-butyl-3(-3-thioxo-3H-1,2,4-dithiazol-5-yl)urea and 1.42 parts of methyl iodide in 50 parts of tetrahydrofuran was stirred for 1 hour at room temperature and refluxed with stirring for 1 hour. After cooling to room temperature 3.0 parts of triethylamine and 1.0 parts of N-methyl piperazine were added to the suspension and the mixture was stirred at room temperature overnight. The mixture was filtered to remove triethylamine hydroiodide and the solvent was removed...